This data is from the Open Reaction Database (ORD), a public repository of structured organic reaction records. The task is: describe an organic reaction: reactants, conditions, products, and yield Starting materials: FC1=C(C=C(C=C1)OC)C1=C(C=C(C=C1)OCC1=CC=C(C=C1)OC)C(CC(C)(C)C)O (1-(2′-fluoro-5′-methoxy-4-((4-methoxybenzyl)oxy)biphenyl-2-yl)-3,3-dimethylbutan-1-ol), FC1=C(C(=C(C(=C1B(C1=C(C(=C(C(=C1F)F)F)F)F)C1=C(C(=C(C(=C1F)F)F)F)F)F)F)F)F (tris(pentafluorophenyl)borane), C[Si](C)(C)C#N (trimethylsilyl cyanide). Solvent: C(C)(=O)OCC (ethyl acetate), C(C)#N (acetonitrile). Reaction conditions: time 1 hour. Yields the product FC1=C(C=C(C=C1)OC)C1=C(C=C(C=C1)O)C(C#N)CC(C)(C)C (2-(2′-fluoro-4-hydroxy-5′-methoxybiphenyl-2-yl)-4,4-dimethylpentanenitrile). As a reaction SMILES: [F:1][C:2]1[CH:7]=[CH:6][C:5]([O:8][CH3:9])=[CH:4][C:3]=1[C:10]1[CH:15]=[CH:14][C:13]([O:16]CC2C=CC(OC)=CC=2)=[CH:12][C:11]=1[CH:26](O)[CH2:27][C:28]([CH3:31])([CH3:30])[CH3:29].FC1C(B(C2C(F)=C(F)C(F)=C(F)C=2F)C2C(F)=C(F)C(F)=C(F)C=2F)=C(F)C(F)=C(F)C=1F.C[Si]([C:71]#[N:72])(C)C>C(#N)C.C(OCC)(=O)C>[F:1][C:2]1[CH:7]=[CH:6][C:5]([O:8][CH3:9])=[CH:4][C:3]=1[C:10]1[CH:15]=[CH:14][C:13]([OH:16])=[CH:12][C:11]=1[CH:26]([CH2:27][C:28]([CH3:31])([CH3:30])[CH3:29])[C:71]#[N:72]. Procedure details: To a solution of 1-(2′-fluoro-5′-methoxy-4-((4-methoxybenzyl)oxy)biphenyl-2-yl)-3,3-dimethylbutan-1-ol (160 mg) and tris(pentafluorophenyl)borane (20 mg) in acetonitrile (3 mL) was added trimethylsilyl cyanide (81 μL), and the mixture was stirred at room temperature for 1 hr. The reaction mixture was diluted with ethyl acetate. The diluted solution was washed with water and saturated brine, and dried over anhydrous sodium sulfate. The solvent was evaporated under reduced pressure, and the residu... Reactants: [N+](=O)([O-])C1=CC(=C(C=C1)SCl)C(Cl)(Cl)Cl (4-nitro-2-trichloromethylbenzenesulfenyl chloride), C(#N)C1=C(C=CC=C1Cl)S (2-cyano-3-chlorothiophenol). Run in C(C)OCC (diethyl ether). Product: [N+](=O)([O-])C1=CC(=C(C=C1)SSC1=C(C(=CC=C1)Cl)C#N)C(Cl)(Cl)Cl ((4-nitro-2-trichloromethylphenyl)-(2-cyano-3-chlorophenyl)-disulfide). The yield is 86.3%. Reaction SMILES: [N+:1]([C:4]1[CH:9]=[CH:8][C:7]([S:10]Cl)=[C:6]([C:12]([Cl:15])([Cl:14])[Cl:13])[CH:5]=1)([O-:3])=[O:2].[C:16]([C:18]1[C:23]([Cl:24])=[CH:22][CH:21]=[CH:20][C:19]=1[SH:25])#[N:17]>C(OCC)C>[N+:1]([C:4]1[CH:9]=[CH:8][C:7]([S:10][S:25][C:19]2[CH:20]=[CH:21][CH:22]=[C:23]([Cl:24])[C:18]=2[C:16]#[N:17])=[C:6]([C:12]([Cl:15])([Cl:14])[Cl:13])[CH:5]=1)([O-:3])=[O:2]. Reported procedure: 30.7 g of 4-nitro-2-trichloromethylbenzenesulfenyl chloride in 500 ml of diethyl ether is reacted in a stirred apparatus with 17 g of 2-cyano-3-chlorothiophenol for 4 hours at 30° C. There is obtained 38 g (86% of theory) of (4-nitro-2-trichloromethylphenyl)-(2-cyano-3-chlorophenyl)-disulfide; m.p.: 137° C.